The task is: describe an organic reaction: reactants, conditions, products, and yield. This data is from the Open Reaction Database (ORD), a public repository of structured organic reaction records. Starting materials: [BH4-].[Na+] (NaBH4), C(C)N (ethylamine), CC=1C=C(COCCNC(CC2=CC(=C(C=C2)OCCN=[N+]=[N-])OC)=O)C=CC1C (N-{2-(3,4-dimethylbenzyloxy)-ethyl}-4-(2-azidoethoxy)-3-methoxyphenylacetamide). The reagents and catalysts are C(CCS)S (1,3-propanedithiol). Solvent: C(C)(C)O (isopropanol), C(C)(C)O (isopropanol), C(CC(O)(C(=O)O)CC(=O)O)(=O)O (citric acid). The product is CC=1C=C(COCCNC(CC2=CC(=C(C=C2)OCCN)OC)=O)C=CC1C (N-{2-(3,4-dimethylbenzyloxy)ethyl}-4-(2-aminoethoxy)-3-methoxyphenylacetamide). Isolated yield 72.0%. RXN SMILES: [CH3:1][C:2]1[CH:3]=[C:4]([CH:27]=[CH:28][C:29]=1[CH3:30])[CH2:5][O:6][CH2:7][CH2:8][NH:9][C:10](=[O:26])[CH2:11][C:12]1[CH:17]=[CH:16][C:15]([O:18][CH2:19][CH2:20][N:21]=[N+]=[N-])=[C:14]([O:24][CH3:25])[CH:13]=1.C(N)C.[BH4-].[Na+]>C(O)(C)C.C(O)(=O)CC(CC(O)=O)(C(O)=O)O.C(S)CCS>[CH3:1][C:2]1[CH:3]=[C:4]([CH:27]=[CH:28][C:29]=1[CH3:30])[CH2:5][O:6][CH2:7][CH2:8][NH:9][C:10](=[O:26])[CH2:11][C:12]1[CH:17]=[CH:16][C:15]([O:18][CH2:19][CH2:20][NH2:21])=[C:14]([O:24][CH3:25])[CH:13]=1 |f:2.3|. Procedure: 2.70 g (6.54 mmol) of N-{2-(3,4-dimethylbenzyloxy)-ethyl}-4-(2-azidoethoxy)-3-methoxyphenylacetamide obtained in step 1 was dissolved in 100 ml of isopropanol and 1.82 ml (13.31 mmol) of ethylamine was added thereto with stirring. 66 ml(6.54 1nmol) of 1,3-propanedithiol was dissolved in isopropanol to a concentration of 0.1M, to which the solution prepared above and 2.48 g (6.54 mmol) of NaBH4 were slowly added. The resulting mixture was stirred at an ambient temperature for 1 hour and then the ...